The task is: describe an organic reaction: reactants, conditions, products, and yield. This data is from the Open Reaction Database (ORD), a public repository of structured organic reaction records. Reactants: C1(=CC=CC=C1)CC#N (phenylacetonitrile), [NH2-].[Li+] (lithium amide), ClC=1N=NC(=CC1)Cl (3,6-dichloropyridazine). Run in O1CCCC1 (tetrahydrofuran), O1CCCC1 (tetrahydrofuran). Run at time 8 hour. The product is C1(=CC=CC=C1)C(C#N)C=1N=NC(=CC1)Cl (2-phenyl-2-(6-chloro-3-pyridazinyl)acetonitrile). Isolated yield 42.8%. As a reaction SMILES: [C:1]1([CH2:7][C:8]#[N:9])[CH:6]=[CH:5][CH:4]=[CH:3][CH:2]=1.[NH2-].[Li+].[Cl:12][C:13]1[N:14]=[N:15][C:16](Cl)=[CH:17][CH:18]=1>O1CCCC1>[C:1]1([CH:7]([C:16]2[N:15]=[N:14][C:13]([Cl:12])=[CH:18][CH:17]=2)[C:8]#[N:9])[CH:6]=[CH:5][CH:4]=[CH:3][CH:2]=1 |f:1.2|. Reported procedure: To a solution of 8.2 g (0.07 mole) of phenylacetonitrile in 50 ml of dry tetrahydrofuran was added 1.61 g (0.07 mole) of pulverized lithium amide. The mixture was refluxed for 5 hours. To the reaction mixture thereafter cooled were added 8.2 g (0.055 mole) of 3,6-dichloropyridazine and 10 ml of tetrahydrofuran on a water-ice bath. The mixture was then allowed to stand overnight at room temperature. The resulting mixture was neutralized and then distilled to remove the tetrahydrofuran. The residu... As a reaction SMILES: [F:1][C:2]1[CH:3]=[C:4]([C:9]([C@H:11]2[CH2:16][CH2:15][CH2:14][CH2:13][C@H:12]2[C:17]([OH:19])=[O:18])=[O:10])[CH:5]=[C:6]([F:8])[CH:7]=1>[OH-].[Na+]>[F:1][C:2]1[CH:3]=[C:4]([C:9]([C@@H:11]2[CH2:16][CH2:15][CH2:14][CH2:13][C@@H:12]2[C:17]([OH:19])=[O:18])=[O:10])[CH:5]=[C:6]([F:8])[CH:7]=1.[C@@H:11]12[C:9](=[O:10])[O:19][C:17](=[O:18])[C@@H:12]1[CH2:13][CH2:14][CH2:15][CH2:16]2 |f:1.2|. The product is FC=1C=C(C=C(C1)F)C(=O)[C@H]1[C@H](CCCC1)C(=O)O ((1S,2R)-2-(3,5-difluorophenyl-carbonyl)cyclohexanecarboxylic acid), [C@@H]12[C@@H](CCCC1)C(=O)OC2=O (cis-1,2-cyclohexanedicarboxylic anhydride). Starting materials: FC=1C=C(C=C(C1)F)C(=O)[C@@H]1[C@@H](CCCC1)C(=O)O (Cis-2-(3,5-difluorophenylcarbonyl)cyclohexanecarboxylic acid). Solvent: [OH-].[Na+] (NaOH). Conditions: temperature 20 celsius, time 16 hour. Procedure: Cis-2-(3,5-difluorophenylcarbonyl)cyclohexanecarboxylic acid was dissolved in 10% NaOH (250 mL) and the solution was stirred at 20° C. for 16 h. The aqueous solution was extracted with diethyl ether (100 mL), and then acidified with IM hydrochloric acid. The resulting precipitate was collected, and recrystallized from CH2Cl2/hexanes, to give (1S,2R)-2-(3,5-difluorophenyl-carbonyl)cyclohexanecarboxylic acid as a white solid (4 g, 30% from cis-1,2-cyclohexanedicarboxylic anhydride). Starting materials: C(C(=O)Cl)(=O)Cl (Oxalyl chloride), BrC1=C(C=C(C(=O)O)C=C1)F (4-bromo-3-fluorobenzoic acid), Cl.CNOC (N,O-dimethylhydroxylamine hydrochloride), C([O-])([O-])=O.[K+].[K+] (potassium carbonate). Run in CN(C=O)C (N,N-dimethylformamide), ClCCl (dichloromethane), ClCCl (dichloromethane), O (water). Run at time 2 hour. Product: BrC1=C(C=C(C(=O)N(C)C)C=C1)F (4-Bromo-3-fluoro-N-methyl-N-methylbenzamide). As a reaction SMILES: C(Cl)(=O)C(Cl)=O.[Br:7][C:8]1[CH:16]=[CH:15][C:11]([C:12](O)=[O:13])=[CH:10][C:9]=1[F:17].Cl.[CH3:19][NH:20]OC.[C:23](=O)([O-])[O-].[K+].[K+]>ClCCl.O.CN(C)C=O>[Br:7][C:8]1[CH:16]=[CH:15][C:11]([C:12]([N:20]([CH3:19])[CH3:23])=[O:13])=[CH:10][C:9]=1[F:17] |f:2.3,4.5.6|. Procedure: Oxalyl chloride (38.1 mL, 450 mmol) was slowly added to a mixture of 4-bromo-3-fluorobenzoic acid (49.3 g, 225 mmol) (Alfa Aesar, Cat.#B25475) in dichloromethane (300 mL). Subsequently, N,N-dimethylformamide (1.0 mL) was added and the reaction mixture was stirred at ambient temperature for 2 h. The reaction mixture was concentrated under reduced pressure and co-evaporated with toluene 3 times. The residue was then dissolved in dichloromethane (100 mL). The solution was added drop-wise to a mixtu... Reactants: [H][H] (hydrogen), C(C1=CC=CC=C1)N1CCC(=CC1)C1=CC=C(C=C1)OC (1-benzyl-1,2,3,6-tetrahydro-4-(4-methoxyphenyl)pyridine), Cl (hydrochloric acid). The reagents and catalysts are [Pd] (Palladium on carbon), [Pd] (palladium on carbon). The solvent is CO.Cl (methanol hydrochloric acid). Reaction conditions: time 8 hour. The product is C(C1=CC=CC=C1)N1CCC(CC1)C1=CC=C(C=C1)OC (1-benzyl-4-(4-methoxyphenyl)piperidine). As a reaction SMILES: [CH2:1]([N:8]1[CH2:13][CH:12]=[C:11]([C:14]2[CH:19]=[CH:18][C:17]([O:20][CH3:21])=[CH:16][CH:15]=2)[CH2:10][CH2:9]1)[C:2]1[CH:7]=[CH:6][CH:5]=[CH:4][CH:3]=1.[H][H].Cl>[Pd].CO.Cl>[CH2:1]([N:8]1[CH2:9][CH2:10][CH:11]([C:14]2[CH:15]=[CH:16][C:17]([O:20][CH3:21])=[CH:18][CH:19]=2)[CH2:12][CH2:13]1)[C:2]1[CH:3]=[CH:4][CH:5]=[CH:6][CH:7]=1 |f:4.5|. Reported procedure: Palladium on carbon (10%, 0.0695 g) is added to a mixture of 1-benzyl-1,2,3,6-tetrahydro-4-(4-methoxyphenyl)pyridine (XVI, Step 2, 0.6843 g, 2.4 mmol) in methanol/hydrochloric acid and the mixture is shaken overnight under approximately 40 psi of hydrogen. Additional palladium on carbon and concentrated hydrochloric acid are added and the mixture is again shaken overnight under hydrogen. The palladium on carbon then is filtered off and the filtrate is concentrated. The residue is partitioned bet... Starting materials: C[C@H]1[C@H](NCCC1)CN1C(C2=CC=CC=C2C1=O)=O (2-(((2S,3R)-3-methylpiperidin-2-yl)methyl)isoindoline-1,3-dione), C(C1=CC=CC=C1)OC(=O)N1[C@H]([C@H](CCC1)C)C(=O)O ((2R,3S)-1-((benzyloxy)carbonyl)-3-methylpiperidine-2-carboxylic acid). Yields the product C[C@@H]1[C@@H](NCCC1)CN1C(C2=CC=CC=C2C1=O)=O (2-(((2R,3S)-3-Methylpiperidin-2-yl)methyl)isoindoline-1,3-dione). RXN SMILES: [CH3:1][C@@H:2]1[CH2:7][CH2:6][CH2:5][NH:4][C@@H:3]1[CH2:8][N:9]1[C:17](=[O:18])[C:16]2[C:11](=[CH:12][CH:13]=[CH:14][CH:15]=2)[C:10]1=[O:19].C(OC(N1CCC[C@H](C)[C@@H]1C(O)=O)=O)C1C=CC=CC=1>>[CH3:1][C@H:2]1[CH2:7][CH2:6][CH2:5][NH:4][C@H:3]1[CH2:8][N:9]1[C:17](=[O:18])[C:16]2[C:11](=[CH:12][CH:13]=[CH:14][CH:15]=2)[C:10]1=[O:19]. Procedure: The title compound was prepared following the same general protocol as described for 2-(((2S,3R)-3-methylpiperidin-2-yl)methyl)isoindoline-1,3-dione in Example A1 instead using (2R,3S)-1-((benzyloxy)carbonyl)-3-methylpiperidine-2-carboxylic acid. MS (ESI) 259 (M+H). Reactants: COC1=NC(=NC(=C1)C)NC(=S)NNC(C1=CC=CC=C1)=O (N-[[(4-methoxy-6-methylpyrimidin-2-yl)aminothiocarbonyl]amino]benzamide), [OH-].[Na+] (sodium hydroxide), Cl (HCl). The product is COC1=NC(=NC(=C1)C)NC(=S)N (N-(4-Methoxy-6-methylpyrimidin-2-yl)thiourea). Yield: 102.5%. As a reaction SMILES: [CH3:1][O:2][C:3]1[CH:8]=[C:7]([CH3:9])[N:6]=[C:5]([NH:10][C:11]([NH:13]NC(=O)C2C=CC=CC=2)=[S:12])[N:4]=1.[OH-].[Na+].Cl>>[CH3:1][O:2][C:3]1[CH:8]=[C:7]([CH3:9])[N:6]=[C:5]([NH:10][C:11]([NH2:13])=[S:12])[N:4]=1 |f:1.2|. Procedure details: A mixture of 25 g of the compound from Example 3 and 55 ml of 10% aqueous sodium hydroxide was heated on the steam bath for 30 minutes, cooled, neutralized with aqueous HCl to pH 8, filtered, washed with water, dried by suction, and washed with ether to afford 16 g of the title compound, m.p. 220° d. Solvent: CN(C=O)C (dimethylformamide). Yields the product O=C(COC1=CC=C(C=C1)C(C(=O)OC)C(=O)OC)C (Dimethyl 4-(2-oxopropoxy)phenylmalonate). The reactants are OC1=CC=C(C=C1)C(C(=O)OC)C(=O)OC (dimethyl 4-hydroxyphenylmalonate), BrCC(C)=O (bromoacetone), C([O-])([O-])=O.[K+].[K+] (potassium carbonate). As a reaction SMILES: [OH:1][C:2]1[CH:7]=[CH:6][C:5]([CH:8]([C:13]([O:15][CH3:16])=[O:14])[C:9]([O:11][CH3:12])=[O:10])=[CH:4][CH:3]=1.Br[CH2:18][C:19](=[O:21])[CH3:20].C(=O)([O-])[O-].[K+].[K+]>CN(C)C=O>[O:21]=[C:19]([CH3:20])[CH2:18][O:1][C:2]1[CH:7]=[CH:6][C:5]([CH:8]([C:13]([O:15][CH3:16])=[O:14])[C:9]([O:11][CH3:12])=[O:10])=[CH:4][CH:3]=1 |f:2.3.4|. Procedure details: Following a procedure similar to that described in Preparation 3, but using 0.5 g of dimethyl 4-hydroxyphenylmalonate, 0.612 g of bromoacetone, 0.616 g of potassium carbonate and 90 ml of dimethylformamide, and then purifying the reaction product by column chromatography through silica gel, using a 2:3 by volume mixture of ethyl acetate and hexane as the eluent, the title compound was obtained having an Rf=0.37 (thin layer chromatography over silica gel, using a 2:3 by volume mixture of ethyl ac... The reactants are F[B-](F)(F)F, O=C(O)c1ccc(N2CCCCC2=O)c(Cl)c1, COCC(N)c1nc2cc(Cl)ccc2[nH]1, CN(C)C=O, CN(C)C(On1nnc2ccccc21)=[N+](C)C. The product is COCC(NC(=O)c1ccc(N2CCCCC2=O)c(Cl)c1)c1nc2cc(Cl)ccc2[nH]1. RXN SMILES: [B-:18]([F:19])([F:20])([F:21])[F:22].[Cl:1][c:2]1[cH:3][c:4]([C:5](=[O:6])[OH:7])[cH:8][cH:9][c:10]1[N:11]1[C:12](=[O:17])[CH2:13][CH2:14][CH2:15][CH2:16]1.[Cl:40][c:41]1[cH:42][c:43]2[c:44]([nH:45][c:46]([CH:48]([CH2:49][O:50][CH3:51])[NH2:52])[n:47]2)[cH:53][cH:54]1.[O:55]=[CH:56][N:57]([CH3:58])[CH3:59].[n:23]1([O:24][C:25]([N:26]([CH3:27])[CH3:28])=[N+:29]([CH3:30])[CH3:31])[c:32]2[cH:33][cH:34][cH:35][cH:36][c:37]2[n:38][n:39]1>>[Cl:1][c:2]1[cH:3][c:4]([C:5](=[O:7])[NH:52][CH:48]([c:46]2[nH:45][c:44]3[c:43]([cH:42][c:41]([Cl:40])[cH:54][cH:53]3)[n:47]2)[CH2:49][O:50][CH3:51])[cH:8][cH:9][c:10]1[N:11]1[C:12](=[O:17])[CH2:13][CH2:14][CH2:15][CH2:16]1.